Dataset: the Open Reaction Database (ORD), a public repository of structured organic reaction records. Task: describe an organic reaction: reactants, conditions, products, and yield The reactants are O=C([O-])C(=O)[O-], C1CCOC1, CN1CCc2[nH]c3ccc(Cl)cc3c2C1, CC1OC1(C)c1ccc(F)cc1, [H-], [Na+], CN(C)C=O, O=C(O)C(=O)O. Yields the product CC(n1c2c(c3cc(Cl)ccc31)CN(C)CC2)C(C)(O)c1ccc(F)cc1. Reaction SMILES: [C:30]([O-:31])(=[O:32])[C:33]([O-:34])=[O:35].[CH2:47]1[O:48][CH2:49][CH2:50][CH2:51]1.[Cl:3][c:4]1[cH:5][c:6]2[c:7]3[c:8]([nH:9][c:10]2[cH:11][cH:12]1)[CH2:13][CH2:14][N:15]([CH3:17])[CH2:16]3.[F:18][c:19]1[cH:20][cH:21][c:22]([C:25]2([CH3:29])[O:26][CH:27]2[CH3:28])[cH:23][cH:24]1.[H-:1].[Na+:2].[O:42]=[CH:43][N:44]([CH3:45])[CH3:46].[OH:36][C:37]([C:38](=[O:39])[OH:40])=[O:41]>>[Cl:3][c:4]1[cH:5][c:6]2[c:7]3[c:8]([n:9]([CH:27]([C:25]([c:22]4[cH:21][cH:20][c:19]([F:18])[cH:24][cH:23]4)([OH:26])[CH3:29])[CH3:28])[c:10]2[cH:11][cH:12]1)[CH2:13][CH2:14][N:15]([CH3:17])[CH2:16]3. Starting materials: NC1=C(C(=O)NC2=CC(=C(C=C2)OCCN2CCCC2)OC)C=C(C=C1)OC1=CC=CC=C1 (2-amino-N-[3-methoxy-4-(2-pyrrolidin-1-yl-ethoxy)-phenyl]-5-phenoxy-benzamide), C(C)C(C([O-])([O-])[O-])(CC)CC (triethylorthoacetate). The reagents and catalysts are C1CCC2=NCCCN2CC1 (DBU). Solvent: ClCCCl (1,2-dichloroethane). Conditions: temperature 80 celsius. The product is COC=1C=C(C=CC1OCCN1CCCC1)N1C(=NC2=CC=C(C=C2C1=O)OC1=CC=CC=C1)C (3-[3-Methoxy-4-(2-pyrrolidin-1-yl-ethoxy)-phenyl]-2-methyl-6-phenoxy-3H-quinazolin-4-one). RXN SMILES: [NH2:1][C:2]1[CH:26]=[CH:25][C:24]([O:27][C:28]2[CH:33]=[CH:32][CH:31]=[CH:30][CH:29]=2)=[CH:23][C:3]=1[C:4]([NH:6][C:7]1[CH:12]=[CH:11][C:10]([O:13][CH2:14][CH2:15][N:16]2[CH2:20][CH2:19][CH2:18][CH2:17]2)=[C:9]([O:21][CH3:22])[CH:8]=1)=[O:5].[CH2:34](C(CC)(CC)C([O-])([O-])[O-])[CH3:35]>ClCCCl.C1CCN2C(=NCCC2)CC1>[CH3:22][O:21][C:9]1[CH:8]=[C:7]([N:6]2[C:4](=[O:5])[C:3]3[C:2](=[CH:26][CH:25]=[C:24]([O:27][C:28]4[CH:33]=[CH:32][CH:31]=[CH:30][CH:29]=4)[CH:23]=3)[N:1]=[C:34]2[CH3:35])[CH:12]=[CH:11][C:10]=1[O:13][CH2:14][CH2:15][N:16]1[CH2:17][CH2:18][CH2:19][CH2:20]1. Reported procedure: A solution of 2-amino-N-[3-methoxy-4-(2-pyrrolidin-1-yl-ethoxy)-phenyl]-5-phenoxy-benzamide [Example D1] (25 mg, 0.055 mmol) in 1,2-dichloroethane (1 ml) was treated with triethylorthoacetate (2 ml) and the mixture heated to 80° C. for 2 hours. The mixture was cooled, 1 drop of DBU added and the mixture evaporated. The residue was subjected to flash chromatography on silica gel eluting with (methanol-dichloromethane-aqueous ammonia) to give the title compound;